Dataset: the Open Reaction Database (ORD), a public repository of structured organic reaction records. Task: describe an organic reaction: reactants, conditions, products, and yield Starting materials: CC(C)CN, CC=CC=CCCC=CC(=O)OC, CC(C)OC(C)C. The product is CC=CC=CCCC=CC(=O)O. RXN SMILES: [CH2:14]([NH2:15])[CH:16]([CH3:17])[CH3:18].[CH3:1][O:2][C:3]([CH:4]=[CH:5][CH2:6][CH2:7][CH:8]=[CH:9][CH:10]=[CH:11][CH3:12])=[O:13].[CH:19]([O:20][CH:21]([CH3:22])[CH3:23])([CH3:24])[CH3:25]>>[O:2]=[C:3]([CH:4]=[CH:5][CH2:6][CH2:7][CH:8]=[CH:9][CH:10]=[CH:11][CH3:12])[OH:13].